From a dataset of the Open Reaction Database (ORD), a public repository of structured organic reaction records. describe an organic reaction: reactants, conditions, products, and yield The reactants are C1CCOC1, COCCO[Al+]OCCOC, [H-], [H-], COc1ccc(COc2ccccc2-c2cc(C3=CCCN(C(=O)OC(C)(C)C)C3)c(C(=O)OC(C)(C)C)c(N)n2)cc1, [Na+]. Product: COc1ccc(COc2ccccc2-c2cc(C3=CCCN(C(=O)OC(C)(C)C)C3)c(CO)c(N)n2)cc1. As a reaction SMILES: [CH2:58]1[O:59][CH2:60][CH2:61][CH2:62]1.[CH3:45][O:46][CH2:47][CH2:48][O:49][Al+:50][O:51][CH2:52][CH2:53][O:54][CH3:55].[H-:44].[H-:57].[NH2:1][c:2]1[n:3][c:4](-[c:28]2[c:29]([O:34][CH2:35][c:36]3[cH:37][cH:38][c:39]([O:42][CH3:43])[cH:40][cH:41]3)[cH:30][cH:31][cH:32][cH:33]2)[cH:5][c:6]([C:15]2=[CH:20][CH2:19][CH2:18][N:17]([C:21](=[O:22])[O:23][C:24]([CH3:25])([CH3:26])[CH3:27])[CH2:16]2)[c:7]1[C:8](=[O:9])[O:10][C:11]([CH3:12])([CH3:13])[CH3:14].[Na+:56]>>[NH2:1][c:2]1[n:3][c:4](-[c:28]2[c:29]([O:34][CH2:35][c:36]3[cH:37][cH:38][c:39]([O:42][CH3:43])[cH:40][cH:41]3)[cH:30][cH:31][cH:32][cH:33]2)[cH:5][c:6]([C:15]2=[CH:20][CH2:19][CH2:18][N:17]([C:21](=[O:22])[O:23][C:24]([CH3:25])([CH3:26])[CH3:27])[CH2:16]2)[c:7]1[CH2:8][OH:9]. Reactants: C1(CC1)C(=O)N1C[C@H]([C@@H](CC1)O)C1=CC=CC=C1 (trans-1-cyclopropylcarbonyl-3-phenyl-4-piperidinol), C1(=CC=CC=C1)P(C1=CC=CC=C1)C1=CC=CC=C1 (triphenylphosphine), FC1=CC=C(C=C1)O (p-fluorophenol), N(=NC(=O)OCC)C(=O)OCC (diethyl azodicarboxylate). The solvent is C1=CC=CC=C1 (benzene), C1=CC=CC=C1 (benzene). Run at time 8 hour. Product: O.C1(CC1)C(=O)N1C[C@H]([C@H](CC1)OC1=CC=C(C=C1)F)C1=CC=CC=C1.C1(CC1)C(=O)N1C[C@H]([C@H](CC1)OC1=CC=C(C=C1)F)C1=CC=CC=C1 (cis-1-cyclopropylcarbonyl-4-(4-fluorophenoxy)-3-phenylpiperidine hemihydrate). Reaction SMILES: [CH:1]1([C:4]([N:6]2[CH2:11][CH2:10][C@@H:9]([OH:12])[C@H:8]([C:13]3[CH:18]=[CH:17][CH:16]=[CH:15][CH:14]=3)[CH2:7]2)=[O:5])[CH2:3][CH2:2]1.C1(P(C2C=CC=CC=2)C2C=CC=CC=2)C=CC=CC=1.[F:38][C:39]1[CH:44]=[CH:43][C:42]([OH:45])=[CH:41][CH:40]=1.N(C(OCC)=O)=NC(OCC)=O>C1C=CC=CC=1>[OH2:5].[CH:1]1([C:4]([N:6]2[CH2:11][CH2:10][C@H:9]([O:12][C:42]3[CH:43]=[CH:44][C:39]([F:38])=[CH:40][CH:41]=3)[C@H:8]([C:13]3[CH:14]=[CH:15][CH:16]=[CH:17][CH:18]=3)[CH2:7]2)=[O:5])[CH2:2][CH2:3]1.[CH:1]1([C:4]([N:6]2[CH2:11][CH2:10][C@H:9]([O:45][C:42]3[CH:43]=[CH:44][C:39]([F:38])=[CH:40][CH:41]=3)[C@H:8]([C:13]3[CH:14]=[CH:15][CH:16]=[CH:17][CH:18]=3)[CH2:7]2)=[O:5])[CH2:3][CH2:2]1 |f:5.6.7|. Reported procedure: To a stirred mixture of 1.1 g of trans-1-cyclopropylcarbonyl-3-phenyl-4-piperidinol, 1.3 g of triphenylphosphine, 0.55 g of p-fluorophenol and 23 ml of dry benzene is added dropwise at 4° C. under nitrogen a solution of 0.86 g of diethyl azodicarboxylate in 23 ml of benzene. After stirring overnight at room temperature the solid is filtered off, washed well with benzene, and the filtrate concentrated in vacuo to a gum. The gum is taken up in about 25 ml of ether and the solution kept in a stoppe...